Task: describe an organic reaction: reactants, conditions, products, and yield. Dataset: the Open Reaction Database (ORD), a public repository of structured organic reaction records Starting materials: C[C@H]1[C@@H]2C[C@@]2(CC1=O)C(C)C ((−)-thujone), N1=CC=CC2=CC=C3C=CC=NC3=C12 (1,10-phenanthroline). The product is O[C@@]1(C[C@@]2(C[C@@H]2[C@@H]1C)C(C)C)C1=NC2=C3N=CC=CC3=CC=C2C=C1 (2-[(1S,3R,4S,5R)-(3-Hydroxy-1-isopropyl-4-methylbicyclo[3.1.0]hex-3-yl)]1,10-phenanthroline). The yield is 45.0%. Reaction SMILES: [CH3:1][C@@H:2]1[C:7](=[O:8])[CH2:6][C@:5]2([CH:9]([CH3:11])[CH3:10])[C@H:3]1[CH2:4]2.[N:12]1[C:25]2[C:16](=[CH:17][CH:18]=[C:19]3[C:24]=2[N:23]=[CH:22][CH:21]=[CH:20]3)[CH:15]=[CH:14][CH:13]=1>>[OH:8][C@@:7]1([C:22]2[CH:21]=[CH:20][C:19]3[C:24](=[C:25]4[C:16](=[CH:17][CH:18]=3)[CH:15]=[CH:14][CH:13]=[N:12]4)[N:23]=2)[C@@H:2]([CH3:1])[C@@H:3]2[C@@:5]([CH:9]([CH3:11])[CH3:10])([CH2:4]2)[CH2:6]1. Procedure: By using the general procedure above, (−)-thujone (0.186 g, 1.22 mmol) was reacted with 1,10-phenanthroline to provide 0.083 g (45% yield) of the title compound as a colorless oil: 1H NMR (300 MHz, CDCl3) δ9.16 (dd, J=4.50, 1.80 Hz, Hp9), 8.27 (d, J=8.40 Hz, Hp4), 8.24 (dd, J=8.10, 1.80 Hz, Hp7) 7.82 and 7.76 (two d, J=8.80 Hz, Hp5 and Hp6), 7.72 (d, J=8.40 Hz, Hp3), 7.62 (dd, J=8.10, 4.50 Hz, Hp8), 6.38 (br s, OH), 2.75 (dq, J=6.6, 4.5 Hz, CHCH3), 2.50 (dd, J=13.5, 1.2 Hz, C(OH)CHH), 2.21 (d, J... Starting materials: C(C)N(CC)[Si](C)(C)C (N,N-diethylaminotrimethylsilane), 1-l, S(F)(F)(F)F (sulfur tetrafluoride), C(=O)=O (carbon dioxide), S(F)(F)(F)F (sulfur tetrafluoride). Solvent: ClC(F)(Cl)Cl (trichlorofluoromethane). The product is C(C)N(CC)S(F)(F)F (diethylaminosulfur trifluoride). The yield is 80.0%. RXN SMILES: C(=O)=O.[S:4]([F:8])(F)([F:6])[F:5].[CH2:9]([N:11]([Si](C)(C)C)[CH2:12][CH3:13])[CH3:10]>ClC(Cl)(Cl)F>[CH2:9]([N:11]([S:4]([F:8])([F:6])[F:5])[CH2:12][CH3:13])[CH3:10]. Procedure: a dry 1-l. four-necked round-bottomed flask is equipped with a thermometer (-100° to 50°), a solid carbon dioxide-cooled reflux condenser (protected from the atmosphere through a drying tube), a gas inlet tube above the liquid level, and a magnetic stirrer. The apparatus is flushed with dry nitrogen, and 300 ml of trichlorofluoromethane is added to the flask. As the nitrogen atmosphere is maintained, the trichlorofluoromethane is cooled to -70° by means of a solid carbon dioxide-acetone bath and... Reactants: FC1=CC2=C(N(C(CO2)=O)CC#C)C=C1[N+](=O)[O-] (7-fluoro-6-nitro-4-(2-propynyl)-2H-1,4-benzoxazin-3(4H)-one), O (water), resultant mixture. The reagents and catalysts are [Fe] (Iron). Solvent: C(C)(=O)O (acetic acid), C(C)(=O)OCC (ethyl acetate), C(C)(=O)O (acetic acid), C(C)(=O)OCC (ethyl acetate). Conditions: temperature 80 celsius. The product is NC=1C(=CC2=C(N(C(CO2)=O)CC#C)C1)F (6-amino-7-fluoro-4-(2-propynyl)-2H-1,4-benzoxazin-3(4H)-one). Isolated yield 74.9%. RXN SMILES: [F:1][C:2]1[C:15]([N+:16]([O-])=O)=[CH:14][C:5]2[N:6]([CH2:11][C:12]#[CH:13])[C:7](=[O:10])[CH2:8][O:9][C:4]=2[CH:3]=1.O>C(O)(=O)C.C(OCC)(=O)C.[Fe]>[NH2:16][C:15]1[C:2]([F:1])=[CH:3][C:4]2[O:9][CH2:8][C:7](=[O:10])[N:6]([CH2:11][C:12]#[CH:13])[C:5]=2[CH:14]=1. Procedure: Iron powder (1.05 g) was suspended in 5% aqueous acetic acid (2.0 ml) and heated to 80° C. To the suspension, a solution of 7-fluoro-6-nitro-4-(2-propynyl)-2H-1,4-benzoxazin-3(4H)-one (0.47 g) in acetic acid (1.9 ml) and ethyl acetate (1.9 ml) was dropwise added, and the resultant mixture was heated under reflux at 60° to 80° C. for 3 hours. After being allowed to cool, water and ethyl acetate were added to the mixture. The residue was removed by filtration, and the filtrate was extracted with e... Starting materials: BrC1=C(C=CC=C1)/C=C(\C(=O)OCC)/P(=O)(OCC)OCC (Ethyl 3-(2-bromophenyl)-2-E-(diethoxyphosphinyl)-propenoate), C#CCCCCCCCCCCC (tridecyne), C#CCCCCCCCCCCC (1-Tridecyne), C1(=CC=CC=C1)P(C1=CC=CC=C1)C1=CC=CC=C1 (triphenylphosphine). The reagents and catalysts are C(C)(=O)[O-].[Pd+2].C(C)(=O)[O-] (palladium acetate). Solvent: C(C)N(CC)CC (triethylamine). Conditions: time 42 hour. Yields the product C(C)OP(=O)(\C(\C(=O)OCC)=C\C1=C(C=CC=C1)C#CCCCCCCCCCCC)OCC (Ethyl 2-(diethoxyphosphinyl)-3-[2-(1-tridecynyl)phenyl]-2-E-propenoate). Isolated yield 25.3%. As a reaction SMILES: Br[C:2]1[CH:7]=[CH:6][CH:5]=[CH:4][C:3]=1/[CH:8]=[C:9](/[P:15]([O:20][CH2:21][CH3:22])([O:17][CH2:18][CH3:19])=[O:16])\[C:10]([O:12][CH2:13][CH3:14])=[O:11].[CH:23]#[C:24][CH2:25][CH2:26][CH2:27][CH2:28][CH2:29][CH2:30][CH2:31][CH2:32][CH2:33][CH2:34][CH3:35].C1(P(C2C=CC=CC=2)C2C=CC=CC=2)C=CC=CC=1>C([O-])(=O)C.[Pd+2].C([O-])(=O)C.C(N(CC)CC)C>[CH2:18]([O:17][P:15]([O:20][CH2:21][CH3:22])(/[C:9](=[CH:8]/[C:3]1[CH:4]=[CH:5][CH:6]=[CH:7][C:2]=1[C:23]#[C:24][CH2:25][CH2:26][CH2:27][CH2:28][CH2:29][CH2:30][CH2:31][CH2:32][CH2:33][CH2:34][CH3:35])/[C:10]([O:12][CH2:13][CH3:14])=[O:11])=[O:16])[CH3:19] |f:3.4.5|. Procedure details: Ethyl 3-(2-bromophenyl)-2-E-(diethoxyphosphinyl)-propenoate (7.84 g, 20.0 mmol) prepared according to Example 4 was placed in a three neck round bottom flask equipped with a condenser, stir bar, internal thermometer, and argon inlet. 1-Tridecyne (6.30 g, 34.9 mmol) and triphenylphosphine (0.161 g, 0.614 mmol) were added along with triethylamine (110 ml) and the system was degassed by repeated vacuum-argon cycles. Under an argon atmosphere, palladium acetate (0.048, 0.214 mmol) was added, and hea... Starting materials: ClC1=CC=C(C=C1)CCNC[Si](C)(C)C (4-chloro-N-[(trimethylsilyl)methyl]benzeneethanamine), C(=O)([O-])[O-].[K+].[K+] (K2CO3), C=O (formaldehyde), CO (MeOH). Run at temperature 0 celsius, time 10 minute. Yields the product ClC1=CC=C(C=C1)CCN(C[Si](C)(C)C)COC (4-Chloro-N-(methoxymethyl)-N-[(trimethylsilyl)methyl]benzeneethanamine). Yield: 307.0%. Reaction SMILES: [Cl:1][C:2]1[CH:7]=[CH:6][C:5]([CH2:8][CH2:9][NH:10][CH2:11][Si:12]([CH3:15])([CH3:14])[CH3:13])=[CH:4][CH:3]=1.[CH2:16]=O.CO.[C:20]([O-:23])([O-])=O.[K+].[K+]>>[Cl:1][C:2]1[CH:3]=[CH:4][C:5]([CH2:8][CH2:9][N:10]([CH2:16][O:23][CH3:20])[CH2:11][Si:12]([CH3:14])([CH3:13])[CH3:15])=[CH:6][CH:7]=1 |f:3.4.5|. Procedure: The compound of formula (P14), in which n=2 and R″ is chloro, was prepared from 4-chloro-N-[(trimethylsilyl)methyl]benzeneethanamine (5.17 g, 21.38 mmol) (Preparation 11), added dropwise to ice-cooled aqueous formaldehyde (37% w/v, 2.3 g, 28.34 mmol). After 10 min., MeOH (3 mL, 74 mmol) was added and the mixture stirred at 0° C. for 3 h. Anhydrous K2CO3 (1 g) was then added and the mixture stirred for 30 min at 0° C. The layers were separated and the aqueous phase extracted with τ-Bu methyl ethe... Starting materials: C(C)(C)(C)OC(=O)NCCCN1NC=2N(C3=C(N(C(C2)=O)C2=CC=CC=C2)C=C(C=C3)Cl)C1=O (2-[3-(t-butoxycarbonylamino)propyl]-8-chloro-6-phenyl-1H-s-triazolo[4,3-a][1,5]benzodiazepine-1,5-dione). The solvent is FC(C(=O)O)(F)F (trifluoroacetic acid). Yields the product NCCCN1NC=2N(C3=C(N(C(C2)=O)C2=CC=CC=C2)C=C(C=C3)Cl)C1=O (2-(3-aminopropyl)-8-chloro-6-phenyl-1H-s-triazolo[4,3-a][1,5]benzodiazepine-1,5-dione). As a reaction SMILES: C(OC([NH:8][CH2:9][CH2:10][CH2:11][N:12]1[C:33](=[O:34])[N:15]2[C:16]3[CH:31]=[CH:30][C:29]([Cl:32])=[CH:28][C:17]=3[N:18]([C:22]3[CH:27]=[CH:26][CH:25]=[CH:24][CH:23]=3)[C:19](=[O:21])[CH:20]=[C:14]2[NH:13]1)=O)(C)(C)C>FC(F)(F)C(O)=O>[NH2:8][CH2:9][CH2:10][CH2:11][N:12]1[C:33](=[O:34])[N:15]2[C:16]3[CH:31]=[CH:30][C:29]([Cl:32])=[CH:28][C:17]=3[N:18]([C:22]3[CH:27]=[CH:26][CH:25]=[CH:24][CH:23]=3)[C:19](=[O:21])[CH:20]=[C:14]2[NH:13]1. Procedure details: 2.5 g of 2-[3-(t-butoxycarbonylamino)propyl]-8-chloro-6-phenyl-1H-s-triazolo[4,3-a][1,5]benzodiazepine-1,5-dione in 50 ml of trifluoroacetic acid is stirred at room temperature for 2 hours. The reaction is evaporated and the residue is stirred with a solution of 1.9 g of sodium bicarbonate in 400 ml of methanol-water (10:1). After 3 hours the reaction is evaporated and the residue is partitioned between methylene chloride and water. The methylene chloride is washed with water, dried and evaporat...